The task is: describe an organic reaction: reactants, conditions, products, and yield. This data is from the Open Reaction Database (ORD), a public repository of structured organic reaction records. The reactants are ClCCCBr, [NH2-], N, [Na], c1ccc2c(c1)Nc1ccccc1O2. Yields the product ClCCCN1c2ccccc2Oc2ccccc21. As a reaction SMILES: [Br:18][CH2:19][CH2:20][CH2:21][Cl:22].[NH2-:2].[NH3:3].[Na:1].[cH:4]1[cH:5][cH:6][cH:7][c:8]2[c:17]1[NH:16][c:15]1[c:10]([cH:11][cH:12][cH:13][cH:14]1)[O:9]2>>[cH:4]1[cH:5][cH:6][cH:7][c:8]2[c:17]1[N:16]([CH2:19][CH2:20][CH2:21][Cl:22])[c:15]1[c:10]([cH:11][cH:12][cH:13][cH:14]1)[O:9]2. The reactants are ClC(Cl)Cl, OC1CCNCC1, COc1ccc(C2COCCO2)c2sc(NC(=O)Oc3ccccc3)nc12, c1ccncc1. The product is COc1ccc(C2COCCO2)c2sc(NC(=O)N3CCC(O)CC3)nc12. As a reaction SMILES: [CH:41]([Cl:42])([Cl:43])[Cl:44].[OH:28][CH:29]1[CH2:30][CH2:31][NH:32][CH2:33][CH2:34]1.[c:1]1([O:2][C:8]([NH:9][c:10]2[s:11][c:12]3[c:13]([n:14]2)[c:15]([O:25][CH3:26])[cH:16][cH:17][c:18]3[CH:19]2[O:20][CH2:21][CH2:22][O:23][CH2:24]2)=[O:27])[cH:3][cH:4][cH:5][cH:6][cH:7]1.[cH:35]1[cH:36][cH:37][n:38][cH:39][cH:40]1>>[C:8]([NH:9][c:10]1[s:11][c:12]2[c:13]([n:14]1)[c:15]([O:25][CH3:26])[cH:16][cH:17][c:18]2[CH:19]1[O:20][CH2:21][CH2:22][O:23][CH2:24]1)(=[O:27])[N:32]1[CH2:31][CH2:30][CH:29]([OH:28])[CH2:34][CH2:33]1. Reactants: OC1=C(C(=O)O)C(=C(C=C1)Br)C (2-Hydroxy-5-bromo-6-methylbenzoic acid), C(C)(=O)OC(C)=O (acetic anhydride), N1=CC=CC=C1 (pyridine), Cl (hydrochloric acid). Solvent: O (water), C(C)(=O)OCC (ethyl acetate). Reaction conditions: time 16 hour. Product: C(C)(=O)OC1=C(C(=O)O)C(=C(C=C1)Br)C (2-Acetoxy-5-bromo-6-methylbenzoic acid). As a reaction SMILES: [OH:1][C:2]1[CH:10]=[CH:9][C:8]([Br:11])=[C:7]([CH3:12])[C:3]=1[C:4]([OH:6])=[O:5].[C:13](OC(=O)C)(=[O:15])[CH3:14].N1C=CC=CC=1.Cl>O.C(OCC)(=O)C>[C:13]([O:1][C:2]1[CH:10]=[CH:9][C:8]([Br:11])=[C:7]([CH3:12])[C:3]=1[C:4]([OH:6])=[O:5])(=[O:15])[CH3:14]. Procedure details: A mixture of 1B (6.93 g, 30 mmol), acetic anhydride (3.5 ml, 36 mmol) and pyridine (15 ml) is heated under reflux with stirring for 16 hours. The reaction mixture is diluted with water and ethyl acetate. The organic phase is acidified with dilute hydrochloric acid and washed with water twice. The organic phase is concentrated in vacuo and the residue is purified by flash chromatography (dichloromethane:methanol, 9:1 v/v) yielding the pure product as a yellow oil, 7.4 g, (90.3%). The reactants are Cc1ccncc1Br, COCc1cccc2c1nc(-c1nn(COCC[Si](C)(C)C)c3ncc(B4OC(C)(C)C(C)(C)O4)cc13)n2COCC[Si](C)(C)C, [Na+], [Na+], O=C([O-])[O-], C1COCCO1, O, c1ccc(P(c2ccccc2)(c2ccccc2)[Pd](P(c2ccccc2)(c2ccccc2)c2ccccc2)(P(c2ccccc2)(c2ccccc2)c2ccccc2)P(c2ccccc2)(c2ccccc2)c2ccccc2)cc1. Product: COCc1cccc2c1nc(-c1nn(COCC[Si](C)(C)C)c3ncc(-c4cnccc4C)cc13)n2COCC[Si](C)(C)C. Reaction SMILES: [Br:53][c:54]1[cH:55][n:56][cH:57][cH:58][c:59]1[CH3:60].[CH3:7][O:8][CH2:9][c:10]1[cH:11][cH:12][cH:13][c:14]2[n:15]([CH2:45][O:46][CH2:47][CH2:48][Si:49]([CH3:50])([CH3:51])[CH3:52])[c:16](-[c:19]3[n:20][n:21]([CH2:37][O:38][CH2:39][CH2:40][Si:41]([CH3:42])([CH3:43])[CH3:44])[c:22]4[n:23][cH:24][c:25]([B:28]5[O:29][C:30]([CH3:31])([CH3:32])[C:33]([CH3:34])([CH3:35])[O:36]5)[cH:26][c:27]34)[n:17][c:18]12.[Na+:1].[Na+:2].[O-:3][C:4](=[O:5])[O-:6].[O:62]1[CH2:63][CH2:64][O:65][CH2:66][CH2:67]1.[OH2:61].[cH:68]1[cH:69][cH:70][c:71]([P:72]([Pd:73]([P:74]([c:75]2[cH:76][cH:77][cH:78][cH:79][cH:80]2)([c:81]2[cH:82][cH:83][cH:84][cH:85][cH:86]2)[c:87]2[cH:88][cH:89][cH:90][cH:91][cH:92]2)([P:93]([c:94]2[cH:95][cH:96][cH:97][cH:98][cH:99]2)([c:100]2[cH:101][cH:102][cH:103][cH:104][cH:105]2)[c:106]2[cH:107][cH:108][cH:109][cH:110][cH:111]2)[P:112]([c:113]2[cH:114][cH:115][cH:116][cH:117][cH:118]2)([c:119]2[cH:120][cH:121][cH:122][cH:123][cH:124]2)[c:125]2[cH:126][cH:127][cH:128][cH:129][cH:130]2)([c:131]2[cH:132][cH:133][cH:134][cH:135][cH:136]2)[c:137]2[cH:138][cH:139][cH:140][cH:141][cH:142]2)[cH:143][cH:144]1>>[CH3:7][O:8][CH2:9][c:10]1[cH:11][cH:12][cH:13][c:14]2[n:15]([CH2:45][O:46][CH2:47][CH2:48][Si:49]([CH3:50])([CH3:51])[CH3:52])[c:16](-[c:19]3[n:20][n:21]([CH2:37][O:38][CH2:39][CH2:40][Si:41]([CH3:42])([CH3:43])[CH3:44])[c:22]4[n:23][cH:24][c:25](-[c:54]5[cH:55][n:56][cH:57][cH:58][c:59]5[CH3:60])[cH:26][c:27]34)[n:17][c:18]12. Reactants: O1CCOC2=C1C=CC=C2N2CCN(CC2)CCCC2CC1=CC=CC=C1C2 (4-(benzodioxan-5-yl)-1-[3-(indan-2-yl)-propyl]piperazine), Cl (hydrochloride), C1(=CCC2=CC=CC=C12)CC(=O)O (2-(ind-1-en-1-yl)acetic acid). The product is O1CCOC2=C1C=CC=C2N2CCN(CC2)C(CCC2CC1=CC=CC=C1C2)=O (4-(benzodioxan-5-yl)-1-[3-(indan-2-yl)propionyl]-piperazine). Isolated yield 50.0%. RXN SMILES: [O:1]1[C:6]2[CH:7]=[CH:8][CH:9]=[C:10]([N:11]3[CH2:16][CH2:15][N:14]([CH2:17][CH2:18][CH2:19][CH:20]4[CH2:28][C:27]5[C:22](=[CH:23][CH:24]=[CH:25][CH:26]=5)[CH2:21]4)[CH2:13][CH2:12]3)[C:5]=2[O:4][CH2:3][CH2:2]1.Cl.C1(CC(O)=[O:41])C2C(=CC=CC=2)CC=1>>[O:1]1[C:6]2[CH:7]=[CH:8][CH:9]=[C:10]([N:11]3[CH2:12][CH2:13][N:14]([C:17](=[O:41])[CH2:18][CH2:19][CH:20]4[CH2:28][C:27]5[C:22](=[CH:23][CH:24]=[CH:25][CH:26]=5)[CH2:21]4)[CH2:15][CH2:16]3)[C:5]=2[O:4][CH2:3][CH2:2]1. Procedure details: 4-(benzodioxan-5-yl)-1-[3-(indan-2-yl)-propyl]piperazine and its hydrochloride, m.p. (K): 210° C., by reduction of 4-(benzodioxan-5-yl)-1-[3-(indan-2-yl)propionyl]-piperazine (yield: 50%), which was itself prepared in a yield of 86% from 3-(indan-2-yl)-propionic acid, m.p. (K): 75°-78° C., and N-(benzodioxan-5-yl)piperazine. Procedure details: 96.5 g (0.279 mol) of diethyl 2-benzyl-2,7-diazabicyclo[3.3.0]octane-3,7-dicarboxylate in 1 1 of ethanol are hydrogenated at 100 C and 100 bar on 5 g of palladium-active carbon (10% Pd). The catalyst is filtered off with suction, the filtrate is concentrated and the residue is distilled. The product is C12NC(CC2CN(C1)C(=O)OCC)C(=O)OCC (Diethyl 2,7-diazabicyclo[3.3.0]octane-3,7-dicarboxylate). Starting materials: C(C1=CC=CC=C1)N1C2CN(CC2CC1C(=O)OCC)C(=O)OCC (diethyl 2-benzyl-2,7-diazabicyclo[3.3.0]octane-3,7-dicarboxylate). Solvent: C(C)O (ethanol). Reagents/catalysts: [Pd] (palladium). As a reaction SMILES: C([N:8]1[CH:15]([C:16]([O:18][CH2:19][CH3:20])=[O:17])[CH2:14][CH:13]2[CH:9]1[CH2:10][N:11]([C:21]([O:23][CH2:24][CH3:25])=[O:22])[CH2:12]2)C1C=CC=CC=1>[Pd].C(O)C>[CH:9]12[CH2:10][N:11]([C:21]([O:23][CH2:24][CH3:25])=[O:22])[CH2:12][CH:13]1[CH2:14][CH:15]([C:16]([O:18][CH2:19][CH3:20])=[O:17])[NH:8]2. The reactants are ClC1=NC=NC(=C1)OCC#C (4-chloro-6-(2-propynyloxy)pyrimidine), C([O-])([O-])=O.[K+].[K+] (potassium carbonate), COC1=CC=C(C=C1)O (4-methoxyphenol), [Cl-].[NH4+] (ammonium chloride). Solvent: CN(C=O)C (N,N-dimethylformamide). Run at temperature 60 celsius, time 7 hour. Product: COC1=CC=C(OC2=NC=NC(=C2)OCC#C)C=C1 (4-(4-methoxyphenoxy)-6-(2-propynyloxy)pyrimidine). The yield is 46.1%. As a reaction SMILES: Cl[C:2]1[CH:7]=[C:6]([O:8][CH2:9][C:10]#[CH:11])[N:5]=[CH:4][N:3]=1.C(=O)([O-])[O-].[K+].[K+].[CH3:18][O:19][C:20]1[CH:25]=[CH:24][C:23]([OH:26])=[CH:22][CH:21]=1.[Cl-].[NH4+]>CN(C)C=O>[CH3:18][O:19][C:20]1[CH:25]=[CH:24][C:23]([O:26][C:2]2[CH:7]=[C:6]([O:8][CH2:9][C:10]#[CH:11])[N:5]=[CH:4][N:3]=2)=[CH:22][CH:21]=1 |f:1.2.3,5.6|. Procedure details: To 5 ml of N,N-dimethylformamide were added 0.2 g of 4-chloro-6-(2-propynyloxy)pyrimidine, 0.25 g of potassium carbonate, and 0.18 g of 4-methoxyphenol, followed by stirring at 60° C. for 7 hours. The reaction mixture was then left for cooling to room temperature and poured into a saturated aqueous ammonium chloride solution, which was extracted three times with chloroform. The chloroform layers were combined, washed with diluted hydrochloric acid and then with water, and dried over anhydrous ma...